From a dataset of the Open Reaction Database (ORD), a public repository of structured organic reaction records. describe an organic reaction: reactants, conditions, products, and yield The reactants are COC(\C=C\C=1C=CC2=C(C(NC3(CCN(CC3)CCC3=CC=CC=C3)O2)=O)C1)=O ((E)-3-{1′-(2-Phenyl-ethyl)-3,4-dihydro-4-oxo-spiro[2H-(1,3)-benzoxazine-2,4′-piperidin]-6-yl}-acrylic acid methyl ester), [OH-].[Na+] (NaOH), Cl (HCl). Run in O1CCOCC1 (dioxane), O (water). Reaction conditions: time 8 hour. The product is C1(=CC=CC=C1)CCN1CCC2(CC1)OC1=C(C(N2)=O)C=C(C=C1)/C=C/C(=O)O ((E)-3-{1′-(2-phenyl-ethyl)-3,4-dihydro-4-oxo-spiro[2H-(1,3)-benzoxazine-2,4′-piperidin]-6-yl}-acrylic acid). The yield is 93.9%. Reaction SMILES: C[O:2][C:3](=[O:30])/[CH:4]=[CH:5]/[C:6]1[CH:7]=[CH:8][C:9]2[O:27][C:13]3([CH2:18][CH2:17][N:16]([CH2:19][CH2:20][C:21]4[CH:26]=[CH:25][CH:24]=[CH:23][CH:22]=4)[CH2:15][CH2:14]3)[NH:12][C:11](=[O:28])[C:10]=2[CH:29]=1.[OH-].[Na+].Cl>O1CCOCC1.O>[C:21]1([CH2:20][CH2:19][N:16]2[CH2:15][CH2:14][C:13]3([NH:12][C:11](=[O:28])[C:10]4[CH:29]=[C:6](/[CH:5]=[CH:4]/[C:3]([OH:30])=[O:2])[CH:7]=[CH:8][C:9]=4[O:27]3)[CH2:18][CH2:17]2)[CH:22]=[CH:23][CH:24]=[CH:25][CH:26]=1 |f:1.2|. Reported procedure: (E)-3-{1′-(2-Phenyl-ethyl)-3,4-dihydro-4-oxo-spiro[2H-(1,3)-benzoxazine-2,4′-piperidin]-6-yl}-acrylic acid methyl ester (292 mg, 0.719 mmol) was suspended in dioxane (5 ml) and water (5 ml). 1 M NaOH (0.93 ml) was added and the resulting mixture was stirred overnight at RT. The mixture was neutralized with 1 M HCl and concentrated under vacuum. The pH was brought to 4 with 1 M HCl and the resulting solid was decanted and dried to give (E)-3-{1′-(2-phenyl-ethyl)-3,4-dihydro-4-oxo-spiro[2H-(1,3)-b...